This data is from the Open Reaction Database (ORD), a public repository of structured organic reaction records. The task is: describe an organic reaction: reactants, conditions, products, and yield Starting materials: C1CCOC1, CCO, O=[N+]([O-])c1cc(-c2cncnc2)c2occc2c1, NN. Yields the product Nc1cc(-c2cncnc2)c2occc2c1. As a reaction SMILES: [CH2:24]1[O:25][CH2:26][CH2:27][CH2:28]1.[CH3:21][CH2:22][OH:23].[N+:3]([O-:4])(=[O:5])[c:6]1[cH:7][c:8](-[c:15]2[cH:16][n:17][cH:18][n:19][cH:20]2)[c:9]2[c:10]([cH:11][cH:12][o:13]2)[cH:14]1.[NH2:1][NH2:2]>>[NH2:3][c:6]1[cH:7][c:8](-[c:15]2[cH:16][n:17][cH:18][n:19][cH:20]2)[c:9]2[c:10]([cH:11][cH:12][o:13]2)[cH:14]1. The reactants are Cn1c(N2CCNCC2)nc2ccccc21, O=C(NCC(F)(F)F)C1(CCCCBr)c2ccccc2-c2ccccc21. Yields the product Cn1c(N2CCN(CCCCC3(C(=O)NCC(F)(F)F)c4ccccc4-c4ccccc43)CC2)nc2ccccc21. Reaction SMILES: [CH3:27][n:28]1[c:29]([N:37]2[CH2:38][CH2:39][NH:40][CH2:41][CH2:42]2)[n:30][c:31]2[c:32]1[cH:33][cH:34][cH:35][cH:36]2.[F:1][C:2]([CH2:3][NH:4][C:5](=[O:6])[C:7]1([CH2:20][CH2:21][CH2:22][CH2:23][Br:24])[c:8]2[cH:9][cH:10][cH:11][cH:12][c:13]2-[c:14]2[cH:15][cH:16][cH:17][cH:18][c:19]21)([F:25])[F:26]>>[F:1][C:2]([CH2:3][NH:4][C:5](=[O:6])[C:7]1([CH2:20][CH2:21][CH2:22][CH2:23][N:40]2[CH2:39][CH2:38][N:37]([c:29]3[n:28]([CH3:27])[c:32]4[c:31]([n:30]3)[cH:36][cH:35][cH:34][cH:33]4)[CH2:42][CH2:41]2)[c:8]2[cH:9][cH:10][cH:11][cH:12][c:13]2-[c:14]2[cH:15][cH:16][cH:17][cH:18][c:19]21)([F:25])[F:26]. Reactants: O=C(O)C1CC(F)(F)CN1C(=O)OCc1ccccc1, CCN=C=NCCCN(C)C, NC1C2CC3CC1CC(O)(C3)C2, CN(C)C=O, O, On1nnc2ccccc21. Yields the product O=C(NC1C2CC3CC1CC(O)(C3)C2)C1CC(F)(F)CN1C(=O)OCc1ccccc1. As a reaction SMILES: [CH2:13]([c:14]1[cH:15][cH:16][cH:17][cH:18][cH:19]1)[O:20][C:21](=[O:22])[N:23]1[CH:24]([C:30](=[O:31])[OH:32])[CH2:25][C:26]([F:28])([F:29])[CH2:27]1.[CH3:43][CH2:44][N:45]=[C:46]=[N:47][CH2:48][CH2:49][CH2:50][N:51]([CH3:52])[CH3:53].[NH2:1][CH:2]1[CH:3]2[CH2:4][C:5]3([OH:12])[CH2:6][CH:7]([CH2:8][CH:9]1[CH2:10]3)[CH2:11]2.[O:54]=[CH:55][N:56]([CH3:57])[CH3:58].[OH2:59].[OH:33][n:34]1[c:35]2[c:36]([cH:37][cH:38][cH:39][cH:40]2)[n:41][n:42]1>>[NH:1]([CH:2]1[CH:3]2[CH2:4][C:5]3([OH:12])[CH2:6][CH:7]([CH2:8][CH:9]1[CH2:10]3)[CH2:11]2)[C:30]([CH:24]1[N:23]([C:21]([O:20][CH2:13][c:14]2[cH:15][cH:16][cH:17][cH:18][cH:19]2)=[O:22])[CH2:27][C:26]([F:28])([F:29])[CH2:25]1)=[O:31]. Starting materials: C1CCOC1, [Li]CCCC, C[S+](C)C, Clc1ccc2ccc(C=Cc3cccc(C4OCCO4)c3)nc2c1, [I-]. Product: Clc1ccc2ccc(C3CC3c3cccc(C4OCCO4)c3)nc2c1. Reaction SMILES: [CH2:35]1[O:36][CH2:37][CH2:38][CH2:39]1.[CH2:6]([Li:7])[CH2:8][CH2:9][CH3:10].[CH3:2][S+:3]([CH3:4])[CH3:5].[Cl:11][c:12]1[cH:13][cH:14][c:15]2[cH:16][cH:17][c:18]([CH:22]=[CH:23][c:24]3[cH:25][c:26]([CH:30]4[O:31][CH2:32][CH2:33][O:34]4)[cH:27][cH:28][cH:29]3)[n:19][c:20]2[cH:21]1.[I-:1]>>[CH2:6]1[CH:22]([c:18]2[cH:17][cH:16][c:15]3[cH:14][cH:13][c:12]([Cl:11])[cH:21][c:20]3[n:19]2)[CH:23]1[c:24]1[cH:25][c:26]([CH:30]2[O:31][CH2:32][CH2:33][O:34]2)[cH:27][cH:28][cH:29]1. Reactants: O=C(c1cc(C(F)(F)F)cc(C(F)(F)F)c1)N1CCC2(CC1)C(=O)N(CCO)CN2c1ccccc1, c1c[nH]cn1. The product is O=C(c1cc(C(F)(F)F)cc(C(F)(F)F)c1)N1CCC2(CC1)C(=O)N(CCn1ccnc1)CN2c1ccccc1. As a reaction SMILES: [F:1][C:2]([c:3]1[cH:4][c:5]([C:6](=[O:7])[N:8]2[CH2:9][CH2:10][C:11]3([C:12](=[O:25])[N:13]([CH2:22][CH2:23][OH:24])[CH2:14][N:15]3[c:16]3[cH:17][cH:18][cH:19][cH:20][cH:21]3)[CH2:26][CH2:27]2)[cH:28][c:29]([C:31]([F:32])([F:33])[F:34])[cH:30]1)([F:35])[F:36].[nH:37]1[cH:38][n:39][cH:40][cH:41]1>>[F:1][C:2]([c:3]1[cH:4][c:5]([C:6](=[O:7])[N:8]2[CH2:9][CH2:10][C:11]3([C:12](=[O:25])[N:13]([CH2:22][CH2:23][n:37]4[cH:38][n:39][cH:40][cH:41]4)[CH2:14][N:15]3[c:16]3[cH:17][cH:18][cH:19][cH:20][cH:21]3)[CH2:26][CH2:27]2)[cH:28][c:29]([C:31]([F:32])([F:33])[F:34])[cH:30]1)([F:35])[F:36]. Starting materials: C1(CCCC1)OC=1C=C(C(=O)OC)C=CC1SC (methyl 3-cyclopentyloxy-4-(methylthio)benzoate), C([O-])([O-])=O.[K+].[K+] (potassium carbonate). Run in CO (methanol), O (water). Product: C1(CCCC1)OC=1C=C(C(=O)O)C=CC1SC (3-cyclopentyloxy-4-(methylthio)benzoic acid). Yield: 92.4%. Reaction SMILES: [CH:1]1([O:6][C:7]2[CH:8]=[C:9]([CH:14]=[CH:15][C:16]=2[S:17][CH3:18])[C:10]([O:12]C)=[O:11])[CH2:5][CH2:4][CH2:3][CH2:2]1.C(=O)([O-])[O-].[K+].[K+]>CO.O>[CH:1]1([O:6][C:7]2[CH:8]=[C:9]([CH:14]=[CH:15][C:16]=2[S:17][CH3:18])[C:10]([OH:12])=[O:11])[CH2:2][CH2:3][CH2:4][CH2:5]1 |f:1.2.3|. Procedure: A suspension of methyl 3-cyclopentyloxy-4-(methylthio)benzoate (0.8 g) in methanol (10 mL) and water (5 mL) is treated with potassium carbonate (0.48 g) and the mixture is heated at reflux for 7 hours. The mixture is concentrated, and the resulting residue is partitioned between diethyl ether (20 mL) and water (20 mL). The aqueous layer is separated, acidified to pH 1 by treatment with dilute hydrochloric acid (2 N), and extracted with dichloromethane (2×25 mL). The combined organic extracts are... Reactants: N1(CCCC1)CCOC1(CCNCC1)C1=CC(=CC=C1)C(F)(F)F (4-(2-(pyrrolidin-1-yl)ethoxy)-4-(3-(trifluoromethyl)phenyl)piperidine), CCN(C(C)C)C(C)C (DIPEA), C(C)(C)N(CC)C(C)C (Diisopropylethylamine), CCN=C=NCCCN(C)C.Cl.Cl (EDCl HCl), C=1C=CC2=C(C1)N=NN2O (HOBt), COC1=CC(=C(C(=C1)C)S(=O)(=O)N1[C@@H](CCCC1)COCC(=O)O)C ((S)-2-((1-(4-methoxy-2,6-dimethylphenylsulfonyl)piperidin-2-yl)methoxy)acetic acid). Run in C(Cl)Cl (methylene chloride), C(Cl)Cl (methylene chloride), C(Cl)Cl (methylene chloride). Conditions: time 8 hour. The product is COC1=CC(=C(C(=C1)C)S(=O)(=O)N1[C@@H](CCCC1)COCC(=O)N1CCC(CC1)(C1=CC(=CC=C1)C(F)(F)F)OCCN1CCCC1)C (2-[[(2S)-1-[(4-Methoxy-2,6-dimethyl-phenyl)sulfonyl]-piperidin-2-yl]-methoxy]-1-[4-(2-pyrrolidin-1-yl-ethoxy)-4-[3-(trifluoromethyl)phenyl]-piperidin-1-yl]-ethanone). The yield is 78.0%. RXN SMILES: C(N(C(C)C)CC)(C)C.CCN=C=NCCCN(C)C.Cl.Cl.C1C=CC2N(O)N=NC=2C=1.[CH3:33][O:34][C:35]1[CH:40]=[C:39]([CH3:41])[C:38]([S:42]([N:45]2[CH2:50][CH2:49][CH2:48][CH2:47][C@H:46]2[CH2:51][O:52][CH2:53][C:54]([OH:56])=O)(=[O:44])=[O:43])=[C:37]([CH3:57])[CH:36]=1.[N:58]1([CH2:63][CH2:64][O:65][C:66]2([C:72]3[CH:77]=[CH:76][CH:75]=[C:74]([C:78]([F:81])([F:80])[F:79])[CH:73]=3)[CH2:71][CH2:70][NH:69][CH2:68][CH2:67]2)[CH2:62][CH2:61][CH2:60][CH2:59]1>C(Cl)Cl>[CH3:33][O:34][C:35]1[CH:36]=[C:37]([CH3:57])[C:38]([S:42]([N:45]2[CH2:50][CH2:49][CH2:48][CH2:47][C@H:46]2[CH2:51][O:52][CH2:53][C:54]([N:69]2[CH2:70][CH2:71][C:66]([O:65][CH2:64][CH2:63][N:58]3[CH2:62][CH2:61][CH2:60][CH2:59]3)([C:72]3[CH:77]=[CH:76][CH:75]=[C:74]([C:78]([F:80])([F:79])[F:81])[CH:73]=3)[CH2:67][CH2:68]2)=[O:56])(=[O:43])=[O:44])=[C:39]([CH3:41])[CH:40]=1 |f:1.2.3|. Procedure: Diisopropylethylamine (4 eq.), EDCl HCl (1.2 eq.) and HOBt (1 eq.) were added to a mixture of (S)-2-((1-(4-methoxy-2,6-dimethylphenylsulfonyl)piperidin-2-yl)methoxy)acetic acid [acid D] (0.65 mmol) in methylene chloride (10 ml). A mixture of 4-(2-(pyrrolidin-1-yl)ethoxy)-4-(3-(trifluoromethyl)phenyl)piperidine [amine H] and DIPEA (2 eq.) in methylene chloride (3 ml) was added dropwise, while cooling with ice, and the reaction mixture was stirred at room temperature overnight. The reaction mixtur... Starting materials: COC(=O)C1CN(Cc2ccc(Br)c(F)c2)C1, CO. RXN SMILES: [Br:1][c:2]1[c:3]([F:17])[cH:4][c:5]([CH2:6][N:7]2[CH2:8][CH:9]([C:11](=[O:12])[O:13][CH3:14])[CH2:10]2)[cH:15][cH:16]1.[CH3:18][OH:19]>>[Br:1][c:2]1[c:3]([F:17])[cH:4][c:5]([CH2:6][N:7]2[CH2:8][CH:9]([C:11](=[O:12])[O:13][CH2:14][CH3:18])[CH2:10]2)[cH:15][cH:16]1. The product is CCOC(=O)C1CN(Cc2ccc(Br)c(F)c2)C1. Starting materials: BrC=1C=C(C=CC1)C(C[C@@](CC#CC1=NC(=CC=C1NC(C(F)(F)F)=O)S(=O)(=O)C)(C(F)(F)F)O)(C)C (N-{2-[(S)-6-(3-Bromophenyl)-4-hydroxy-6-methyl-4-trifluoromethylhept-1-ynyl]-6-methanesulfonylpyridin-3-yl}-2,2,2-trifluoroacetamide), CN(C(N(C)C)=N)C (tetramethylguanidine). Solvent: CS(=O)C (DMSO), C(C)(=O)OCC (ethyl acetate). Conditions: temperature 70 celsius, time 7 hour. Product: BrC=1C=C(C=CC1)C(C[C@@](C(F)(F)F)(O)CC1=CC2=NC(=CC=C2N1)S(=O)(=O)C)(C)C ((R)-4-(3-bromophenyl)-1,1,1-trifluoro-2-(5-methanesulfonyl-1H-pyrrolo[3,2-b]pyridin-2-ylmethyl)-4-methylpentan-2-ol). Yield: 61.1%. As a reaction SMILES: [Br:1][C:2]1[CH:3]=[C:4]([C:8]([CH3:37])([CH3:36])[CH2:9][C@:10]([OH:35])([C:31]([F:34])([F:33])[F:32])[CH2:11][C:12]#[C:13][C:14]2[C:19]([NH:20]C(=O)C(F)(F)F)=[CH:18][CH:17]=[C:16]([S:27]([CH3:30])(=[O:29])=[O:28])[N:15]=2)[CH:5]=[CH:6][CH:7]=1.CN(C)C(=N)N(C)C>CS(C)=O.C(OCC)(=O)C>[Br:1][C:2]1[CH:3]=[C:4]([C:8]([CH3:37])([CH3:36])[CH2:9][C@:10]([CH2:11][C:12]2[NH:20][C:19]3[C:14](=[N:15][C:16]([S:27]([CH3:30])(=[O:29])=[O:28])=[CH:17][CH:18]=3)[CH:13]=2)([OH:35])[C:31]([F:34])([F:33])[F:32])[CH:5]=[CH:6][CH:7]=1. Procedure details: N-{2-[(S)-6-(3-Bromophenyl)-4-hydroxy-6-methyl-4-trifluoromethylhept-1-ynyl]-6-methanesulfonylpyridin-3-yl}-2,2,2-trifluoroacetamide (351 mg, 0.57 mmol) was dissolved in 3.4 mL of DMSO and tetramethylguanidine (0.43 mL, 3.42 mmol) was added. The mixture was stirred at 70° C. for 7 hours. Then it was diluted with ethyl acetate, washed with saturated aqueous ammonium chloride solution, and brine, dried over sodium sulfate, and concentrated in vacuo. The mixture was purified by flash chromatography...